This data is from the Open Reaction Database (ORD), a public repository of structured organic reaction records. The task is: describe an organic reaction: reactants, conditions, products, and yield Starting materials: CNC1=NC=C(C=C1N)C(F)(F)F (N2-methyl-5-trifluoromethylpyridine-2,3-diamine), CCN=C=NCCCN(C)C (WSC), ClC=1C(=NC=NC1)C(=O)O (5-chloropyrimidine-4-carboxylic acid), C(O)([O-])=O.[Na+] (sodium hydrogen carbonate). Reagents/catalysts: CN(C1=CC=NC=C1)C (4-dimethylaminopyridine). Run in N1=CC=CC=C1 (pyridine), C1CCOC1 (THF). Conditions: temperature 50 celsius, time 8 hour. The product is ClC=1C(=NC=NC1)C(=O)NC=1C(=NC=C(C1)C(F)(F)F)NC (5-chloro-N-(2-methylamino-5-trifluoromethyl-pyridin-3-yl)-pyrimidine-4-carboxamide). As a reaction SMILES: [CH3:1][NH:2][C:3]1[C:8]([NH2:9])=[CH:7][C:6]([C:10]([F:13])([F:12])[F:11])=[CH:5][N:4]=1.CCN=C=NCCCN(C)C.[Cl:25][C:26]1[C:27]([C:32](O)=[O:33])=[N:28][CH:29]=[N:30][CH:31]=1.C(=O)([O-])O.[Na+]>CN(C)C1C=CN=CC=1.N1C=CC=CC=1.C1COCC1>[Cl:25][C:26]1[C:27]([C:32]([NH:9][C:8]2[C:3]([NH:2][CH3:1])=[N:4][CH:5]=[C:6]([C:10]([F:13])([F:11])[F:12])[CH:7]=2)=[O:33])=[N:28][CH:29]=[N:30][CH:31]=1 |f:3.4|. Reported procedure: To a mixture of N2-methyl-5-trifluoromethylpyridine-2,3-diamine (2.65 g), WSC (2.66 g), 4-dimethylaminopyridine (0.10 g), THF (10 ml), and pyridine (10 ml), 5-chloropyrimidine-4-carboxylic acid was added under ice-cooling, and the reaction mixture was stirred at 50° C. for 8 hours. After standing to cool the reaction mixture to room temperature, to the reaction mixture, saturated aqueous sodium hydrogen carbonate solution was added, and extracted with ethyl acetate. The organic layer was dried o... The product is FC1=C(C(=C2C=CN(C2=C1)S(=O)(=O)C1=CC=CC=C1)C(C)O)O (6-Fluoro-4-(1-hydroxyethyl)-1-(phenylsulfonyl)-1H-indol-5-ol). Conditions: time 30 minute. Procedure: A solution of crude 6-fluoro-5-hydroxy-1-(phenylsulfonyl)-1H-indole-4-carbaldehyde (86.4 mg, 271 μmol; Intermediate 96) in THF (3 mL) was treated with MeMgBr (774 μL of a 1.4 M solution in Toluene/THF, 4 eq) at rt and stirred for 30 min. After 30 min another 2 eq and after 45 min another 4 eq. of Grignard solution were added and stirring continued for 15 min. The reaction mixture was quenched with sat. NH4Cl, extracted with EtOAc (3×), the combined org. phases washed with brine, dried and the so... Reactants: FC=1C(=C(C=2C=CN(C2C1)S(=O)(=O)C1=CC=CC=C1)C=O)O (6-fluoro-5-hydroxy-1-(phenylsulfonyl)-1H-indole-4-carbaldehyde), FC=1C(=C(C=2C=CN(C2C1)S(=O)(=O)C1=CC=CC=C1)C=O)O (6-fluoro-5-hydroxy-1-(phenylsulfonyl)-1H-indole-4-carbaldehyde), C[Mg+].[Br-] (MeMgBr), solution. As a reaction SMILES: [F:1][C:2]1[C:3]([OH:22])=[C:4]([CH:20]=[O:21])[C:5]2[CH:6]=[CH:7][N:8]([S:11]([C:14]3[CH:19]=[CH:18][CH:17]=[CH:16][CH:15]=3)(=[O:13])=[O:12])[C:9]=2[CH:10]=1.[CH3:23][Mg+].[Br-]>C1COCC1.C1(C)C=CC=CC=1.C1COCC1>[F:1][C:2]1[CH:10]=[C:9]2[C:5]([CH:6]=[CH:7][N:8]2[S:11]([C:14]2[CH:19]=[CH:18][CH:17]=[CH:16][CH:15]=2)(=[O:13])=[O:12])=[C:4]([CH:20]([OH:21])[CH3:23])[C:3]=1[OH:22] |f:1.2,4.5|. Run in C1CCOC1 (THF), C1(=CC=CC=C1)C.C1CCOC1 (Toluene THF). Starting materials: CC(C)C(N)=O, Cl, Cc1cc(SCC2=C(C(=O)O)N3C(=O)C(NC(=O)C(=O)c4csc(N)n4)C3SC2)n2nc(C(=O)NO)nc2n1, NOCS(=O)(=O)c1ccc(O)c(O)c1. Product: Cc1cc(SCC2=C(C(=O)O)N3C(=O)C(NC(=O)C(=NOCS(=O)(=O)c4ccc(O)c(O)c4)c4csc(N)n4)C3SC2)n2nc(C(=O)NO)nc2n1. Reaction SMILES: [CH3:55][CH:56]([CH3:57])[C:58]([NH2:59])=[O:60].[ClH:40].[NH2:1][c:2]1[s:3][cH:4][c:5]([C:7]([C:8](=[O:9])[NH:10][CH:11]2[CH:12]3[S:13][CH2:14][C:15]([CH2:23][S:24][c:25]4[cH:26][c:27]([CH3:38])[n:28][c:29]5[n:30]4[n:31][c:32]([C:34]([NH:35][OH:36])=[O:37])[n:33]5)=[C:16]([C:20](=[O:21])[OH:22])[N:17]3[C:18]2=[O:19])=[O:39])[n:6]1.[NH2:41][O:42][CH2:43][S:44](=[O:45])(=[O:46])[c:47]1[cH:48][c:49]([OH:54])[c:50]([OH:51])[cH:52][cH:53]1>>[NH2:1][c:2]1[s:3][cH:4][c:5]([C:7]([C:8](=[O:9])[NH:10][CH:11]2[CH:12]3[S:13][CH2:14][C:15]([CH2:23][S:24][c:25]4[cH:26][c:27]([CH3:38])[n:28][c:29]5[n:30]4[n:31][c:32]([C:34]([NH:35][OH:36])=[O:37])[n:33]5)=[C:16]([C:20](=[O:21])[OH:22])[N:17]3[C:18]2=[O:19])=[N:41][O:42][CH2:43][S:44](=[O:45])(=[O:46])[c:47]2[cH:48][c:49]([OH:54])[c:50]([OH:51])[cH:52][cH:53]2)[n:6]1. Starting materials: BrN1C(CCC1=O)=O (N-bromosuccinimide), NC1=CC=C(C(=O)N)C=C1 (4-amino-benzamide), CCOC(=O)C (EtOAc). The solvent is CC#N.C(Cl)Cl (CH3CN DCM), CC#N.C(Cl)Cl (CH3CN DCM). Conditions: time 16 hour. Yields the product NC1=C(C=C(C(=O)N)C=C1)Br (4-Amino-3-bromo-benzamide). Isolated yield 91.9%. RXN SMILES: [NH2:1][C:2]1[CH:10]=[CH:9][C:5]([C:6]([NH2:8])=[O:7])=[CH:4][CH:3]=1.[Br:11]N1C(=O)CCC1=O.CCOC(C)=O>CC#N.C(Cl)Cl>[NH2:1][C:2]1[CH:10]=[CH:9][C:5]([C:6]([NH2:8])=[O:7])=[CH:4][C:3]=1[Br:11] |f:3.4|. Reported procedure: To a suspension of 4-amino-benzamide (1.00 g, 7.34 mmol) in 50 mL of 1:4 CH3CN/DCM at 0° C. was added N-bromosuccinimide (NBS) (1.31 g, 7.34 mmol) in 20 mL of 1:1 CH3CN/DCM. The mixture was warmed to RT and stirred for 16 h under Ar. Treated with 100 mL of EtOAc, the mixture was washed with H2O (2×30 mL), brine (20 mL) and dried (Na2SO4). The organic solvent was evaporated in vacuo and the residue was triturated with DCM to give 1.45 g (92%) of the title compound as a faint yellow solid. Mass sp... The reactants are N[C@@H](CC1=CC=CC=C1)C(=O)O (phenylalanine), N[C@@H](CC1=CC=C(C=C1)O)C(=O)O (tyrosine), N[C@@H](CO)C(=O)O (serine). Run at temperature 30 celsius. Product: N[C@@H](CC1=CNC2=CC=CC=C12)C(=O)O (L-tryptophan). As a reaction SMILES: [NH2:1][C@H:2](C(O)=O)[CH2:3][C:4]1[CH:9]=[CH:8][CH:7]=[CH:6][CH:5]=1.N[C@H](C(O)=O)CC1C=CC(O)=CC=1.[NH2:26][C@H:27]([C:30]([OH:32])=[O:31])[CH2:28]O>>[NH2:26][C@H:27]([C:30]([OH:32])=[O:31])[CH2:28][C:3]1[C:4]2[C:9](=[CH:8][CH:7]=[CH:6][CH:5]=2)[NH:1][CH:2]=1. Procedure: Seed culture (4 ml) of each of Corynebacterium glutamicum ATCC 21854 and Corynebacterium glutamicum SA95 was inoculated into 40 ml of SSM medium containing 100 μg/ml of each of phenylalanine, tyrosine, and serine, and cultured with shaking at 30° C. Reactants: [Br-], CCCC[N+](CCCC)(CCCC)CCCC, Cc1ccccc1, COC(=O)c1c(OCCCCl)[nH]c2ccccc12, [Na+], [OH-], O. Product: COC(=O)c1c2n(c3ccccc13)CCCO2. As a reaction SMILES: [Br-:22].[CH3:23][CH2:24][CH2:25][CH2:26][N+:27]([CH2:28][CH2:29][CH2:30][CH3:31])([CH2:32][CH2:33][CH2:34][CH3:35])[CH2:36][CH2:37][CH2:38][CH3:39].[CH3:40][c:41]1[cH:42][cH:43][cH:44][cH:45][cH:46]1.[Cl:1][CH2:2][CH2:3][CH2:4][O:5][c:6]1[nH:7][c:8]2[cH:9][cH:10][cH:11][cH:12][c:13]2[c:14]1[C:15](=[O:16])[O:17][CH3:18].[Na+:20].[OH-:19].[OH2:21]>>[CH2:2]1[CH2:3][CH2:4][O:5][c:6]2[n:7]1[c:8]1[cH:9][cH:10][cH:11][cH:12][c:13]1[c:14]2[C:15](=[O:16])[O:17][CH3:18]. The reactants are N1C=CC2=CC(=CC=C12)CN1C(=NC=2C1=NC(=CC2C)C)CC (3-(5-indolyl)methyl-5,7-dimethyl-2-ethyl-3H-imidazo[4,5-b]pyridine), [H-].[Na+] (NaH), BrCC=1C(=CC=CC1)C#N (α-bromo-o-tolunitrile). The solvent is CN(C)C=O (DMF). Run at time 16 hour. Yields the product C(#N)C1=C(CN2C=CC3=CC(=CC=C23)CN2C(=NC=3C2=NC(=CC3C)C)CC)C=CC=C1 (3-[N-(2-cyanobenzyl)-5-indolyl]methyl-5,7-dimethyl-2-ethyl-3H-imidazo[4,5-b]pyridine). The yield is 93.4%. Reaction SMILES: [NH:1]1[C:9]2[C:4](=[CH:5][C:6]([CH2:10][N:11]3[C:15]4=[N:16][C:17]([CH3:21])=[CH:18][C:19]([CH3:20])=[C:14]4[N:13]=[C:12]3[CH2:22][CH3:23])=[CH:7][CH:8]=2)[CH:3]=[CH:2]1.[H-].[Na+].Br[CH2:27][C:28]1[C:29]([C:34]#[N:35])=[CH:30][CH:31]=[CH:32][CH:33]=1>CN(C=O)C>[C:34]([C:29]1[CH:30]=[CH:31][CH:32]=[CH:33][C:28]=1[CH2:27][N:1]1[C:9]2[C:4](=[CH:5][C:6]([CH2:10][N:11]3[C:15]4=[N:16][C:17]([CH3:21])=[CH:18][C:19]([CH3:20])=[C:14]4[N:13]=[C:12]3[CH2:22][CH3:23])=[CH:7][CH:8]=2)[CH:3]=[CH:2]1)#[N:35] |f:1.2|. Reported procedure: To a solution of the product of Example 2, Step A, (75 mg, 0.25 mmol) in 3 mL of DMF was added 11 mg (0.27 mmol, 1.1 eq) of 60% NaH followed by α-bromo-o-tolunitrile (58 mg, 0.30 mmol, 1.2 eq). The mixture was stirred for 16 hours and then concentrated in vacuo. The resultant oil was flash chromatographed with 1:1 hexane/ethyl acetate to yield the titled compound (98 mg, 95%). The reactants are IC=1C=C(C(=O)O)C=CC1 (3-Iodobenzoic acid), Cl[Si](C)(C)C (chlorotrimethylsilane). The solvent is CO (methanol). Reaction conditions: temperature 65 celsius. Yields the product IC=1C=C(C(=O)OC)C=CC1 (Methyl 3-iodobenzoate). Yield: 100.4%. RXN SMILES: [I:1][C:2]1[CH:3]=[C:4]([CH:8]=[CH:9][CH:10]=1)[C:5]([OH:7])=[O:6].Cl[Si](C)(C)[CH3:13]>CO>[I:1][C:2]1[CH:3]=[C:4]([CH:8]=[CH:9][CH:10]=1)[C:5]([O:7][CH3:13])=[O:6]. Procedure: 3-Iodobenzoic acid (10.0 g, 40.3 mmol) was placed in dry methanol (50 mL) under an argon atmosphere and was treated with chlorotrimethylsilane (15.4 mL, 0.12 mol). After heating at 65° C. for 4 h, the mixture was cooled to room temperature and was concentrated in vacuo. The residue was partitioned between ethyl acetate (100 mL) and water, the organic phase was washed twice with water, was dried (Na2SO4) and was evaporated to provide the titled compound as a white solid (10.6 g, 100%).